This data is from the Open Reaction Database (ORD), a public repository of structured organic reaction records. The task is: describe an organic reaction: reactants, conditions, products, and yield The reactants are C(C)(C)C=1N=C(SC1)CCC1=CC=2N(C(C(=C(N2)OCC2COCC2)/C=C/C(=O)OC(C)(C)C)=O)C=C1 (tert-butyl (E)-3-{8-[2-(4-isopropyl-1,3-thiazol-2-yl)ethyl]-4-oxo-2-(tetrahydro-3-furanylmethoxy)-4H-pyrido[1,2-a]pyrimidin-3-yl}-2-propenoate), C(C)(C)C=1N=C(SC1)CCC1=CC=2N(C(C(=C(N2)OCC2COCC2)/C=C/C(=O)OC(C)(C)C)=O)C=C1 (tert-Butyl (E)-3-{8-[2-(4-isopropyl-1,3-thiazol-2-yl)ethyl]-4-oxo-2-(tetrahydro-3-furanylmethoxy)-4H-pyrido[1,2-a]pyrimidin-3-yl}-2-propenoate). The solvent is C(=O)O (formic acid), C(Cl)Cl (methylene chloride). Product: C(C)(C)C=1N=C(SC1)CCC1=CC=2N(C(C(=C(N2)OCC2COCC2)/C=C/C(=O)O)=O)C=C1 ((E)-3-{8-[2-(4-Isopropyl-1,3-thiazol-2-yl)ethyl]-4-oxo-2-(tetrahydro-3-furanylmethoxy)-4H-pyrido[1,2-a]pyrimidin-3-yl}-2-propenoic acid). Yield: 156.7%. As a reaction SMILES: [CH:1]([C:4]1[N:5]=[C:6]([CH2:9][CH2:10][C:11]2[CH:37]=[CH:36][N:14]3[C:15](=[O:35])[C:16](/[CH:26]=[CH:27]/[C:28]([O:30]C(C)(C)C)=[O:29])=[C:17]([O:19][CH2:20][CH:21]4[CH2:25][CH2:24][O:23][CH2:22]4)[N:18]=[C:13]3[CH:12]=2)[S:7][CH:8]=1)([CH3:3])[CH3:2]>C(Cl)Cl.C(O)=O>[CH:1]([C:4]1[N:5]=[C:6]([CH2:9][CH2:10][C:11]2[CH:37]=[CH:36][N:14]3[C:15](=[O:35])[C:16](/[CH:26]=[CH:27]/[C:28]([OH:30])=[O:29])=[C:17]([O:19][CH2:20][CH:21]4[CH2:25][CH2:24][O:23][CH2:22]4)[N:18]=[C:13]3[CH:12]=2)[S:7][CH:8]=1)([CH3:3])[CH3:2]. Reported procedure: The tert-butyl (E)-3-{8-[2-(4-isopropyl-1,3-thiazol-2-yl)ethyl]-4-oxo-2-(tetrahydro-3-furanylmethoxy)-4H-pyrido[1,2-a]pyrimidin-3-yl}-2-propenoate (10 mg) obtained in (A) was dissolved in methylene chloride (1 ml) and formic acid (1 ml), and then the mixture was stirred for 5 hours. After the solvent was evaporated under reduced pressure, the residue was purified by silica gel column chromatography to obtain the title compound (14 mg). Reactants: FC=1C=C(C=CC1O)C(C1=CC=C(C=C1)/C=C/C(=O)OCC)=C1CC(OC(C1)(C)C)(C)C (Ethyl (2E)-3-{4-[(3-fluoro-4-hydroxyphenyl)(2,2,6,6-tetramethyltetrahydro-4H-pyran-4-ylidene)methyl]phenyl}-2-propenoate), Cl (HCl), [OH-].[Na+] (NaOH). Run in CCO (EtOH), C1CCOC1 (THF). Reaction conditions: temperature 60 celsius, time 2 hour. Yields the product FC=1C=C(C=CC1O)C(C1=CC=C(C=C1)/C=C/C(=O)O)=C1CC(OC(C1)(C)C)(C)C ((2E)-3-{-4-[(3-fluoro-4-hydroxyphenyl)(2,2,6,6-tetramethyltetrahydro-4H-pyran-4-ylidene)methyl]phenyl}-2-propenoic acid), solid. The yield is 81.0%. RXN SMILES: [F:1][C:2]1[CH:3]=[C:4]([C:9](=[C:23]2[CH2:28][C:27]([CH3:30])([CH3:29])[O:26][C:25]([CH3:32])([CH3:31])[CH2:24]2)[C:10]2[CH:15]=[CH:14][C:13](/[CH:16]=[CH:17]/[C:18]([O:20]CC)=[O:19])=[CH:12][CH:11]=2)[CH:5]=[CH:6][C:7]=1[OH:8].[OH-].[Na+].Cl>CCO.C1COCC1>[F:1][C:2]1[CH:3]=[C:4]([C:9](=[C:23]2[CH2:24][C:25]([CH3:32])([CH3:31])[O:26][C:27]([CH3:30])([CH3:29])[CH2:28]2)[C:10]2[CH:11]=[CH:12][C:13](/[CH:16]=[CH:17]/[C:18]([OH:20])=[O:19])=[CH:14][CH:15]=2)[CH:5]=[CH:6][C:7]=1[OH:8] |f:1.2|. Reported procedure: To a solution of ethyl (2E)-3-{4-[(3-fluoro-4-hydroxyphenyl)(2,2,6,6-tetramethyltetrahydro-4H-pyran-4-ylidene)methyl]phenyl}-2-propenoate (137) (0.30 g, 0.68 mmol) in a mixture of EtOH (6 mL) and THF (6 mL) was added an aqueous solution of 1 N NaOH (7 mL). The mixture was stirred at 60° C. for 2 h. Upon cooling, the mixture was acidified to pH=2 with an aqueous solution of 2 N HCl. The mixture was extracted with EtOAc (2×50 mL). The combined organic extract was washed with brine and dried over N... Starting materials: BrC=1C(=NC(=CN1)N[C@H]1[C@H](CC2=CC=CC=C12)O)C(=O)OC (methyl 3-bromo-6-{[(1R,2S)-2-hydroxy-2,3-dihydro-1H-inden-1-yl]amino}pyrazine-2-carboxylate), ClC1=C(C=CC(=C1)Cl)C=1N=CC(=NC1OC)N[C@H]1[C@H](CC2=CC=CC=C12)O ((1R,2S)-1-{[5-(2,4-dichlorophenyl)-6-methoxypyrazin-2-yl]amino}-2,3-dihydro-1H-inden-2-ol). The product is BrC=1C(=NC(=C(N1)C1=C(C=C(C=C1)Cl)Cl)OC)N[C@H]1[C@H](CC2=CC=CC=C12)O ((1R,2S)-1-{[3-bromo-5-(2,4-dichlorophenyl)-6-methoxypyrazin-2-yl]amino}-2,3-dihydro-1H-inden-2-ol). As a reaction SMILES: [Br:1]C1C(C(OC)=O)=NC(N[C@@H]2C3C(=CC=CC=3)C[C@@H]2O)=CN=1.[Cl:23][C:24]1[CH:29]=[C:28]([Cl:30])[CH:27]=[CH:26][C:25]=1[C:31]1[N:32]=[CH:33][C:34]([NH:39][C@@H:40]2[C:48]3[C:43](=[CH:44][CH:45]=[CH:46][CH:47]=3)[CH2:42][C@@H:41]2[OH:49])=[N:35][C:36]=1[O:37][CH3:38]>>[Br:1][C:33]1[C:34]([NH:39][C@@H:40]2[C:48]3[C:43](=[CH:44][CH:45]=[CH:46][CH:47]=3)[CH2:42][C@@H:41]2[OH:49])=[N:35][C:36]([O:37][CH3:38])=[C:31]([C:25]2[CH:26]=[CH:27][C:28]([Cl:30])=[CH:29][C:24]=2[Cl:23])[N:32]=1. Procedure details: Following the procedure for the preparation of methyl 3-bromo-6-{[(1R,2S)-2-hydroxy-2,3-dihydro-1H-inden-1-yl]amino}pyrazine-2-carboxylate but substituting (1R,2S)-1-{[5-(2,4-dichlorophenyl)-6-methoxypyrazin-2-yl]amino}-2,3-dihydro-1H-inden-2-ol and making non-critical variations provided the title compound as a solid: 1H NMR (CDCl3) δ 3.09-3.13, 3.29-3.34, 3.92, 4.81, 5.60-5.63, 5.99, 7.33-7.42, 7.49; MS (ESI+) for C20H16BrCl2N3O2 m/z 479 (M+H)+.